This data is from the Open Reaction Database (ORD), a public repository of structured organic reaction records. The task is: describe an organic reaction: reactants, conditions, products, and yield Reaction SMILES: [CH2:37]=[C:38]1[CH2:39][C:40](=[O:42])[O:41]1.[Cl:43][CH2:44][Cl:45].[F:1][c:2]1[cH:3][c:4]([C:15]([CH2:16][c:17]2[cH:18][cH:19][cH:20][cH:21][cH:22]2)([NH2:23])[c:24]2[cH:25][cH:26][c:27]([F:30])[cH:28][cH:29]2)[cH:5][c:6]([O:8][C:9]([CH:10]([F:11])[F:12])([F:13])[F:14])[cH:7]1.[cH:31]1[cH:32][cH:33][n:34][cH:35][cH:36]1>>[F:1][c:2]1[cH:3][c:4]([C:15]([CH2:16][c:17]2[cH:18][cH:19][cH:20][cH:21][cH:22]2)([NH:23][C:40]([CH2:39][C:38]([CH3:37])=[O:41])=[O:42])[c:24]2[cH:25][cH:26][c:27]([F:30])[cH:28][cH:29]2)[cH:5][c:6]([O:8][C:9]([CH:10]([F:11])[F:12])([F:13])[F:14])[cH:7]1. The reactants are C=C1CC(=O)O1, ClCCl, NC(Cc1ccccc1)(c1ccc(F)cc1)c1cc(F)cc(OC(F)(F)C(F)F)c1, c1ccncc1. The product is CC(=O)CC(=O)NC(Cc1ccccc1)(c1ccc(F)cc1)c1cc(F)cc(OC(F)(F)C(F)F)c1.